This data is from the Open Reaction Database (ORD), a public repository of structured organic reaction records. The task is: describe an organic reaction: reactants, conditions, products, and yield The reactants are CS(=O)(=O)O (methanesulfonic acid), O[C@H]1C[C@@H]2CC[C@H]3[C@@H]4CC[C@H](C(C)=O)[C@]4(CC[C@@H]3[C@]2(C[C@@H]1N1CC(SCC1)(C)C)C)C ((2β,3α,5α)-3-hydroxy-2-(2,2-dimethyl-4-thiomorpholinyl)pregnan-20-one). Run in CO (methanol), CO (methanol). Product: CS(=O)(=O)O.O[C@H]1C[C@@H]2CC[C@H]3[C@@H]4CC[C@H](C(C)=O)[C@]4(CC[C@@H]3[C@]2(C[C@@H]1N1CC(SCC1)(C)C)C)C ((2β,3α,5α)-3-hydroxy-2-(2,2-dimethyl-4-thiomorpholinyl)pregnan-20-one methanesulfonate), salt. Reaction SMILES: [CH3:1][S:2]([OH:5])(=[O:4])=[O:3].[OH:6][C@@H:7]1[C@@H:26]([N:27]2[CH2:32][CH2:31][S:30][C:29]([CH3:34])([CH3:33])[CH2:28]2)[CH2:25][C@@:24]2([CH3:35])[C@@H:9]([CH2:10][CH2:11][C@@H:12]3[C@@H:23]2[CH2:22][CH2:21][C@@:20]2([CH3:36])[C@H:13]3[CH2:14][CH2:15][C@@H:16]2[C:17](=[O:19])[CH3:18])[CH2:8]1>CO>[CH3:1][S:2]([OH:5])(=[O:4])=[O:3].[OH:6][C@@H:7]1[C@@H:26]([N:27]2[CH2:32][CH2:31][S:30][C:29]([CH3:34])([CH3:33])[CH2:28]2)[CH2:25][C@@:24]2([CH3:35])[C@@H:9]([CH2:10][CH2:11][C@@H:12]3[C@@H:23]2[CH2:22][CH2:21][C@@:20]2([CH3:36])[C@H:13]3[CH2:14][CH2:15][C@@H:16]2[C:17](=[O:19])[CH3:18])[CH2:8]1 |f:3.4|. Procedure details: A solution of methanesulfonic acid (100 mg) in methanol (20 ml) was added to a solution of (2β,3α,5α)-3-hydroxy-2-(2,2-dimethyl-4-thiomorpholinyl)pregnan-20-one (464 mg) in methanol (30 ml). The solvent was removed under reduced pressure and the residue was crystallised from acetone to give (2β,3α,5α)-3-hydroxy-2-(2,2-dimethyl-4-thiomorpholinyl)pregnan-20-one methanesulfonate (1:1) salt (337 mg). m.p. 171°-177° C.; [α]D +104.6° (c 0.9). Reactants: ClC1=CC2=C(C3=C(CN=C2C2=C(C=CC=C2)F)C=NC(=N3)N)C=C1 (9-chloro-7-(2-fluorophenyl)-2-amino-5H-pyrimido[5,4-d][2]benzazepine), S(O)(O)(=O)=O (sulfuric acid), [OH-].[NH4+] (ammonium hydroxide). Run in O (water). RXN SMILES: [Cl:1][C:2]1[CH:24]=[CH:23][C:5]2[C:6]3[N:21]=[C:20](N)[N:19]=[CH:18][C:7]=3[CH2:8][N:9]=[C:10]([C:11]3[CH:16]=[CH:15][CH:14]=[CH:13][C:12]=3[F:17])[C:4]=2[CH:3]=1.S(=O)(=O)(O)[OH:26].[OH-].[NH4+]>O>[Cl:1][C:2]1[CH:24]=[CH:23][C:5]2[C:6]3[N:21]=[C:20]([OH:26])[N:19]=[CH:18][C:7]=3[CH2:8][N:9]=[C:10]([C:11]3[CH:16]=[CH:15][CH:14]=[CH:13][C:12]=3[F:17])[C:4]=2[CH:3]=1 |f:2.3|. Product: ClC1=CC2=C(C3=C(CN=C2C2=C(C=CC=C2)F)C=NC(=N3)O)C=C1 (9-chloro-7-(2-fluorophenyl)-5H-pyrimido[5,4-d][2]benzazepin-2-ol). Reported procedure: A solution of 1.2 g (0.00354 mol) of 9-chloro-7-(2-fluorophenyl)-2-amino-5H-pyrimido[5,4-d][2]benzazepine in 20 ml of concentration sulfuric acid and 20 ml of water was refluxed for 12 hr, and then cooled. After the addition of ice, the reaction mixture was basified with ammonium hydroxide and extracted with 100 ml of dichloromethane. The solids were collected by filtration and recrystallized from dichloromethane/methanol to give the end product as white prisms, mp 297°-299° dec. The dichloromet... Starting materials: B, O=C(O)C1Cc2ccc(Br)cc2C1, C1CCOC1, O. The product is OCC1Cc2ccc(Br)cc2C1. RXN SMILES: [BH3:14].[Br:1][c:2]1[cH:3][c:4]2[c:8]([cH:9][cH:10]1)[CH2:7][CH:6]([C:11](=[O:12])[OH:13])[CH2:5]2.[CH2:16]1[O:17][CH2:18][CH2:19][CH2:20]1.[OH2:15]>>[Br:1][c:2]1[cH:3][c:4]2[c:8]([cH:9][cH:10]1)[CH2:7][CH:6]([CH2:11][OH:12])[CH2:5]2. Reactants: ClC1=C(C=C(C(=O)O)C(=C1)C)S(N)(=O)=O (4-chloro-6-methyl-3-sulfamoylbenzoic acid), CN1CCNCC1 (N-methylpiperazine), Cl (hydrochloric acid). The solvent is O (water). Reaction conditions: time 1 hour. Product: Cl.CC1=CC(=C(C=C1C(=O)O)S(N)(=O)=O)N1CCN(CC1)C (6-Methyl-4-(4-methylpiperazine-1-yl)-3-sulfamoylbenzoic acid-hydrochloride). As a reaction SMILES: [Cl:1][C:2]1[CH:10]=[C:9]([CH3:11])[C:5]([C:6]([OH:8])=[O:7])=[CH:4][C:3]=1[S:12](=[O:15])(=[O:14])[NH2:13].[CH3:16][N:17]1[CH2:22][CH2:21][NH:20][CH2:19][CH2:18]1.Cl>O>[ClH:1].[CH3:11][C:9]1[C:5]([C:6]([OH:8])=[O:7])=[CH:4][C:3]([S:12](=[O:15])(=[O:14])[NH2:13])=[C:2]([N:20]2[CH2:21][CH2:22][N:17]([CH3:16])[CH2:18][CH2:19]2)[CH:10]=1 |f:4.5|. Reported procedure: 125 g of 4-chloro-6-methyl-3-sulfamoylbenzoic acid (0.5 mole) were heated under reflux with 0.5 l of N-methylpiperazine for 6 hours. Subsequently the excess base was eliminated in vacuo, and the residue was dissolved in 1 l of water. After the solution had been acidified with concentrated hydrochloric acid, the final product precipitated in a crystalline form. After having stood at room temperature for 1 hour, it was suction-filtered and was dissolved and recrystallized from 50% ethanol, while a... Starting materials: IC (iodomethane), BrC=1C=C(C=CC1C)NS(=O)(=O)C (N-(3-bromo-4-methylphenyl)methanesulfonamide), BrC=1C=C(C=CC1C)NS(=O)(=O)C (N-(3-bromo-4-methylphenyl)methanesulfonamide), [H-].[Na+] (NaH). Solvent: CN(C)C=O (DMF). Conditions: time 16 hour. Yields the product BrC=1C=C(C=CC1C)N(S(=O)(=O)C)C (N-(3-bromo-4-methylphenyl)-N-methylmethanesulfonamide). The yield is 97.6%. As a reaction SMILES: [Br:1][C:2]1[CH:3]=[C:4]([NH:9][S:10]([CH3:13])(=[O:12])=[O:11])[CH:5]=[CH:6][C:7]=1[CH3:8].[H-].[Na+].I[CH3:17]>CN(C=O)C>[Br:1][C:2]1[CH:3]=[C:4]([N:9]([CH3:17])[S:10]([CH3:13])(=[O:12])=[O:11])[CH:5]=[CH:6][C:7]=1[CH3:8] |f:1.2|. Reported procedure: A solution of N-(3-bromo-4-methylphenyl)methanesulfonamide (Intermediate 196, step 1; 710 mg; 2.69 mmol) in anhydrous DMF (14 mL) was treated with NaH (129 mg; 3.23 mmol) followed after 5 minutes by treatment with iodomethane (200 μl; 3.23 mmol). The reaction mixture was stirred for 16 hours, then quenched with a 5 N solution of NaOH in water. The reaction mixture was stirred for few minutes and extracted with EtOAc. The organic phase was washed with water and brine, dried over MgSO4 and concent...